This data is from the Open Reaction Database (ORD), a public repository of structured organic reaction records. The task is: describe an organic reaction: reactants, conditions, products, and yield Starting materials: NC1=C(C(=C(C(=C1C#N)C)C1=CC=CC=C1)F)OC(=O)C1CCCC1 ((4-Amino-5-cyano-2-fluoro-6-methylbiphenyl-3-yl)cyclopentanecarboxylate), C1(=CC=C(C=C1)S(=O)(=O)[O-])C.[NH+]1=CC=CC=C1 (pyridinium p-toluenesulfonate). The solvent is C=1(C(=CC=CC1)C)C (xylene). Product: C1(CCCC1)C=1OC=2C(N1)=C(C(=C(C2F)C2=CC=CC=C2)C)C#N (2-Cyclopentyl-7-fluoro-5-methyl-6-phenyl-1,3-benzoxazole-4-carbonitrile). Yield: 42.1%. RXN SMILES: [NH2:1][C:2]1[C:7]([C:8]#[N:9])=[C:6]([CH3:10])[C:5]([C:11]2[CH:16]=[CH:15][CH:14]=[CH:13][CH:12]=2)=[C:4]([F:17])[C:3]=1[O:18][C:19]([CH:21]1[CH2:25][CH2:24][CH2:23][CH2:22]1)=O.C1(C)C=CC(S([O-])(=O)=O)=CC=1.[NH+]1C=CC=CC=1>C1(C)C(C)=CC=CC=1>[CH:21]1([C:19]2[O:18][C:3]3[C:2](=[C:7]([C:8]#[N:9])[C:6]([CH3:10])=[C:5]([C:11]4[CH:16]=[CH:15][CH:14]=[CH:13][CH:12]=4)[C:4]=3[F:17])[N:1]=2)[CH2:25][CH2:24][CH2:23][CH2:22]1 |f:1.2|. Procedure details: (4-Amino-5-cyano-2-fluoro-6-methylbiphenyl-3-yl)cyclopentanecarboxylate (I-274) (200 mg, 0.83 mmol) was dissolved in xylene (50 ml), then pyridinium p-toluenesulfonate (50 mg) was added, followed by heating under reflux for 18 hours. After cooling to room temperature, the solvent was evaporated away under reduced pressure. The resulting residue was diluted with ethyl acetate, washed with saturated brine. The obtained organic layer was dried over anhydrous magnesium sulfate, and the solvent was e... Starting materials: CC(N)=S, Cl, COc1ccc(C(N)=C(C)C#N)cc1, C1COCCO1. The product is COc1ccc(C(N)=C(C)C(N)=S)cc1. As a reaction SMILES: [CH3:16][C:17]([NH2:18])=[S:19].[ClH:1].[NH2:2][C:3](=[C:4]([C:5]#[N:6])[CH3:7])[c:8]1[cH:9][cH:10][c:11]([O:14][CH3:15])[cH:12][cH:13]1.[O:20]1[CH2:21][CH2:22][O:23][CH2:24][CH2:25]1>>[NH2:2][C:3](=[C:4]([C:5]([NH2:6])=[S:19])[CH3:7])[c:8]1[cH:9][cH:10][c:11]([O:14][CH3:15])[cH:12][cH:13]1. The reactants are CO, CN(C)c1ccncc1, O=C(Cl)c1cccc(C(F)(F)F)c1, Nc1cccc([N+](=O)[O-])c1, c1ccncc1. Product: O=C(Nc1cccc([N+](=O)[O-])c1)c1cccc(C(F)(F)F)c1. RXN SMILES: [CH3:24][OH:25].[CH3:32][N:33]([CH3:34])[c:35]1[cH:36][cH:37][n:38][cH:39][cH:40]1.[F:11][C:12]([c:13]1[cH:14][c:15]([C:16](=[O:17])[Cl:18])[cH:19][cH:20][cH:21]1)([F:22])[F:23].[N+:1](=[O:2])([O-:3])[c:4]1[cH:5][c:6]([NH2:7])[cH:8][cH:9][cH:10]1.[cH:26]1[cH:27][cH:28][n:29][cH:30][cH:31]1>>[N+:1](=[O:2])([O-:3])[c:4]1[cH:5][c:6]([NH:7][C:16]([c:15]2[cH:14][c:13]([C:12]([F:11])([F:22])[F:23])[cH:21][cH:20][cH:19]2)=[O:17])[cH:8][cH:9][cH:10]1. The reactants are C(C)OC(C1=C(C=CC(=C1)N1CCCCC1)[N+](=O)[O-])=O (2-nitro-5-piperidin-1-yl-benzoic acid ethyl ester), [H][H] (hydrogen). Reagents/catalysts: [Pt]=O (Platinum oxide). Solvent: CO (methanol). Conditions: time 12 hour. Yields the product C(C)OC(C1=C(C=CC(=C1)N1CCCCC1)N)=O (2-amino-5-piperidin-1-yl-benzoic acid ethyl ester). RXN SMILES: [CH2:1]([O:3][C:4](=[O:20])[C:5]1[CH:10]=[C:9]([N:11]2[CH2:16][CH2:15][CH2:14][CH2:13][CH2:12]2)[CH:8]=[CH:7][C:6]=1[N+:17]([O-])=O)[CH3:2].[H][H]>CO.[Pt]=O>[CH2:1]([O:3][C:4](=[O:20])[C:5]1[CH:10]=[C:9]([N:11]2[CH2:16][CH2:15][CH2:14][CH2:13][CH2:12]2)[CH:8]=[CH:7][C:6]=1[NH2:17])[CH3:2]. Reported procedure: Subsequently, the crude 2-nitro-5-piperidin-1-yl-benzoic acid ethyl ester (3.8 g) was dissolved in methanol (35 ml). Platinum oxide (300 mg) was added to the solution at room temperature, the air in the reaction system was replaced by hydrogen, and the mixture was then stirred for 12 hr. After the completion of the reaction, the atmosphere in the reaction system was replaced by nitrogen, and the reaction solution was then filtered through Celite to remove platinum oxide and was then concentrated... The reactants are ClC1=NC=CC(=C1)OC=1C(=CC(=NC1)NC(=O)N1C(N(CC1)CC)=O)C (N-(5-((2-chloropyridin-4-yl)oxy)-4-methylpyridin-2-yl)-3-ethyl-2-oxoimidazolidine-1-carboxamide), CC=1N=CNC1 (4-methyl imidazole), [O-]P(=O)([O-])[O-].[K+].[K+].[K+] (K3PO4). The reagents and catalysts are C=1C=CC(=CC1)/C=C/C(=O)/C=C/C2=CC=CC=C2.C=1C=CC(=CC1)/C=C/C(=O)/C=C/C2=CC=CC=C2.C=1C=CC(=CC1)/C=C/C(=O)/C=C/C2=CC=CC=C2.[Pd].[Pd] (Pd2(dba)3), C=1C=CC(=CC1)/C=C/C(=O)/C=C/C2=CC=CC=C2.C=1C=CC(=CC1)/C=C/C(=O)/C=C/C2=CC=CC=C2.C=1C=CC(=CC1)/C=C/C(=O)/C=C/C2=CC=CC=C2.[Pd].[Pd] (Pd2(dba)3). Run in C1(=CC=CC=C1)C (toluene), O1CCOCC1 (dioxane), C1(=CC=CC=C1)C (toluene), O1CCOCC1 (dioxane), C1(=CC=CC=C1)C (toluene), O1CCOCC1 (dioxane). The product is C(C)N1C(N(CC1)C(=O)NC1=NC=C(C(=C1)C)OC1=CC(=NC=C1)N1C=NC(=C1)C)=O (3-ethyl-N-(4-methyl-5-((2-(4-methyl-1H-imidazol-1-yl)pyridin-4-yl)oxy)pyridin-2-yl)-2-oxoimidazolidine-1-carboxamide). Yield: 33.3%. RXN SMILES: Cl[C:2]1[CH:7]=[C:6]([O:8][C:9]2[C:10]([CH3:26])=[CH:11][C:12]([NH:15][C:16]([N:18]3[CH2:22][CH2:21][N:20]([CH2:23][CH3:24])[C:19]3=[O:25])=[O:17])=[N:13][CH:14]=2)[CH:5]=[CH:4][N:3]=1.[CH3:27][C:28]1[N:29]=[CH:30][NH:31][CH:32]=1.[O-]P([O-])([O-])=O.[K+].[K+].[K+]>C1(C)C=CC=CC=1.O1CCOCC1.C1C=CC(/C=C/C(/C=C/C2C=CC=CC=2)=O)=CC=1.C1C=CC(/C=C/C(/C=C/C2C=CC=CC=2)=O)=CC=1.C1C=CC(/C=C/C(/C=C/C2C=CC=CC=2)=O)=CC=1.[Pd].[Pd]>[CH2:23]([N:20]1[CH2:21][CH2:22][N:18]([C:16]([NH:15][C:12]2[CH:11]=[C:10]([CH3:26])[C:9]([O:8][C:6]3[CH:5]=[CH:4][N:3]=[C:2]([N:31]4[CH:32]=[C:28]([CH3:27])[N:29]=[CH:30]4)[CH:7]=3)=[CH:14][N:13]=2)=[O:17])[C:19]1=[O:25])[CH3:24] |f:2.3.4.5,8.9.10.11.12|. Procedure: A solution of Pd2(dba)3 (0.029 g, 0.032 mmol) and Me4t-BuXPhos (0.034 g, 0.072 mmol) in toluene (0.6 mL) and dioxane (1.2 mL) was heated at 120° C. for 3 min, cooled to RT, added to a degassed suspension of N-(5-((2-chloropyridin-4-yl)oxy)-4-methylpyridin-2-yl)-3-ethyl-2-oxoimidazolidine-1-carboxamide (0.3 g, 0.798 mmol), 4-methyl imidazole (0.085 g, 1.038 mmol) and K3PO4 (0.339 g, 1.597 mmol) in toluene (1.2 mL) and dioxane (2.4 mL) and heated at 110° C. overnight. The mixture was treated with ... Starting materials: Cl.COC([C@@H](N)CC1=CC=C(C=C1)O)=O (tyrosine methyl ester hydrochloride), C(=O)(C(F)(F)F)O (TFA), C1(CCCCC1)N1C(=NC2=C1C=CC(=C2)C(=O)O)C2=COC=C2 (1-Cyclohexyl-2-furan-3-yl-1H-benzoimidazole-5-carboxylic acid), CN(C)C(=[N+](C)C)ON1C2=C(C=CC=C2)N=N1.[B-](F)(F)(F)F (TBTU), Cl (HCl), [OH-].[Na+] (NaOH), CCN(C(C)C)C(C)C (DIEA), methyl ester. Run in CN(C)C=O (DMF). Conditions: time 30 minute. The product is C1(CCCCC1)N1C(=NC2=C1C=CC(=C2)C(=O)N[C@H](C(=O)O)CC2=CC=C(C=C2)O)C2=COC=C2 ((S)-2-{[1-(1-Cyclohexyl-2-furan-3-yl-1H-benzoimidazol-5-yl)methanoyl]amino}-3-(4-hydroxyphenyl)propionic acid). RXN SMILES: [CH:1]1([N:7]2[C:11]3[CH:12]=[CH:13][C:14]([C:16](O)=[O:17])=[CH:15][C:10]=3[N:9]=[C:8]2[C:19]2[CH:23]=[CH:22][O:21][CH:20]=2)[CH2:6][CH2:5][CH2:4][CH2:3][CH2:2]1.CN(C(ON1N=NC2C=CC=CC1=2)=[N+](C)C)C.[B-](F)(F)(F)F.CCN(C(C)C)C(C)C.Cl.C[O:57][C:58](=[O:69])[C@H:59]([CH2:61][C:62]1[CH:67]=[CH:66][C:65]([OH:68])=[CH:64][CH:63]=1)[NH2:60].[OH-].[Na+].Cl.C(O)(C(F)(F)F)=O>CN(C=O)C>[CH:1]1([N:7]2[C:11]3[CH:12]=[CH:13][C:14]([C:16]([NH:60][C@@H:59]([CH2:61][C:62]4[CH:67]=[CH:66][C:65]([OH:68])=[CH:64][CH:63]=4)[C:58]([OH:57])=[O:69])=[O:17])=[CH:15][C:10]=3[N:9]=[C:8]2[C:19]2[CH:23]=[CH:22][O:21][CH:20]=2)[CH2:2][CH2:3][CH2:4][CH2:5][CH2:6]1 |f:1.2,4.5,6.7|. Procedure: The carboxylic acid of example 2 (0.075 g, 0.24 mmol) and TBTU (1.2 equiv., 0.29 mmol, 0.093 g) were dissolved in DMF (0.5 mL) and DIEA (5 equiv., 1.2 mmol, 0.21 mL) was added followed by tyrosine methyl ester hydrochloride (1.2 equiv., 0.29 mmol, 0.036 g). The mixture was stirred 30 min at room temperature. The reaction mixture was added drop-wise to 1 N NaOH (10 mL) and the mixture stirred until complete hydrolysis of the methyl ester (as determined by HPLC analysis). The pH of the solution wa... The reactants are ClC1=C(C(=O)O)C=C(C(=C1)F)N1C(=NC(=CC1=O)C(F)(F)F)OC (2-chloro-4-fluoro-5-[2methoxy-6-oxo-4-trifluoromethyl-1(6H)-pyrimidinyl]-benzoic acid), BrC(=CCBr)Br (1,1,3-tribromo-1-propene), C([O-])([O-])=O.[Na+].[Na+] (sodium carbonate). Run in CC(=O)C (acetone). The product is ClC1=C(C(=O)OCC=C(Br)Br)C=C(C(=C1)F)N1C(=NC(=CC1=O)C(F)(F)F)OC (3,3-dibromo-2-propenyl 2-chloro-4-fluoro-5-[2-methoxy-6-oxo-4-trifluoromethyl-1(6H)-pyrimidinyl]benzoate). RXN SMILES: [Cl:1][C:2]1[CH:10]=[C:9]([F:11])[C:8]([N:12]2[C:17](=[O:18])[CH:16]=[C:15]([C:19]([F:22])([F:21])[F:20])[N:14]=[C:13]2[O:23][CH3:24])=[CH:7][C:3]=1[C:4]([OH:6])=[O:5].[Br:25][C:26]([Br:30])=[CH:27][CH2:28]Br.C(=O)([O-])[O-].[Na+].[Na+]>CC(C)=O>[Cl:1][C:2]1[CH:10]=[C:9]([F:11])[C:8]([N:12]2[C:17](=[O:18])[CH:16]=[C:15]([C:19]([F:21])([F:20])[F:22])[N:14]=[C:13]2[O:23][CH3:24])=[CH:7][C:3]=1[C:4]([O:6][CH2:28][CH:27]=[C:26]([Br:30])[Br:25])=[O:5] |f:2.3.4|. Procedure details: A mixture of 1.5 g of 2-chloro-4-fluoro-5-[2methoxy-6-oxo-4-trifluoromethyl-1(6H)-pyrimidinyl]-benzoic acid, 1.37 g of 1,1,3-tribromo-1-propene and 0.52 g of sodium carbonate in 50 ml of anhydrous acetone is heated for 8 hours while stirring. Subsequently, the insoluble constituents are filtered off under suction and the filtrate is evaporated to dryness under reduced pressure. The residue is dissolved in 100 ml of diethyl ether and the solution is extracted three times with 50 ml of water each ...